From a dataset of the Open Reaction Database (ORD), a public repository of structured organic reaction records. describe an organic reaction: reactants, conditions, products, and yield Starting materials: N1N=NC2=C1C=CC=C2 (benzotriazole), [OH-].[Na+] (NaOH), FC1=CC=C(CBr)C=C1 (4-fluorobenzyl bromide). Run in O (H2O), CN(C)C=O (DMF). Run at time 30 minute. Yields the product FC1=CC=C(CN2N=NC3=C2C=CC=C3)C=C1 (1-(4-fluorobenzyl)-1H-benzotriazole). RXN SMILES: [NH:1]1[C:5]2[CH:6]=[CH:7][CH:8]=[CH:9][C:4]=2[N:3]=[N:2]1.[OH-].[Na+].[F:12][C:13]1[CH:20]=[CH:19][C:16]([CH2:17]Br)=[CH:15][CH:14]=1>CN(C=O)C.O>[F:12][C:13]1[CH:20]=[CH:19][C:16]([CH2:17][N:1]2[C:5]3[CH:6]=[CH:7][CH:8]=[CH:9][C:4]=3[N:3]=[N:2]2)=[CH:15][CH:14]=1 |f:1.2|. Procedure: To a solution of benzotriazole (12 g) in DMF (150 mL) at r.t. was added a solution of 10N NaOH (11 mL). After stirring for 30 min., 4-fluorobenzyl bromide (3.9 mL) was added. The mixture was further stirred for 3 hrs, diluted with H2O, and extracted with EtOAc. The EtOAc extract was washed water (2×), dried (MgSO4) and concentrated. The residue was stirred in diethyl ether/hexane to afford the title compound as a white solid. The reactants are ClC1=C(CN=[N+]=[N-])C=CC(=C1)C#N (2-choro-4-cyanobenzyl azide), C1(=CC=CC=C1)P(C1=CC=CC=C1)C1=CC=CC=C1 (triphenyl phosphine), [OH-].[Na+] (sodium hydroxide). Solvent: C1CCOC1.O (THF H2O). Run at time 8 hour. The product is ClC1=C(CN)C=CC(=C1)C#N (2-chloro-4-cyanobenzylamine). The yield is 89.7%. Reaction SMILES: [Cl:1][C:2]1[CH:11]=[C:10]([C:12]#[N:13])[CH:9]=[CH:8][C:3]=1[CH2:4][N:5]=[N+]=[N-].C1(P(C2C=CC=CC=2)C2C=CC=CC=2)C=CC=CC=1.[OH-].[Na+]>C1COCC1.O>[Cl:1][C:2]1[CH:11]=[C:10]([C:12]#[N:13])[CH:9]=[CH:8][C:3]=1[CH2:4][NH2:5] |f:2.3,4.5|. Procedure details: To a solution of 2-choro-4-cyanobenzyl azide (5.8 g, 30.1 mmol) in THF/H2O (3:1), was added triphenyl phosphine (12.3 g, 46.7 mmol). The reaction was stirred at room temperature overnight, then neutralized with 1N sodium hydroxide, extracted with ethyl acetate (150 ml×3). The organic layer was dried over sodium sulfate, and then solvent was removed in vacuo. The product was purified by silica-gel chromatography column with methanol/ammonia hydroxide/ethyl acetate (20:1:69) to give 4.5 g (90%) of... The reactants are O (H2O), [OH-].[Na+] (sodium hydroxide), ClC1=C(C(=O)C=2N(C=CC2)N(C(OCC)=O)C)C=CC=C1 ([2-(2-Chlorobenzoyl)-1H-pyrrol-1-yl]-methyl-carbamic acid, ethyl ester). Run in C(C)O (ethanol). Product: ClC1=C(C(=O)C=2N(C=CC2)NC)C=CC=C1 (2-(2-Chlorobenzoyl)-1-methylaminopyrrole). Yield: 93.9%. RXN SMILES: [Cl:1][C:2]1[CH:21]=[CH:20][CH:19]=[CH:18][C:3]=1[C:4]([C:6]1[N:7]([N:11](C)[C:12](=O)OCC)[CH:8]=[CH:9][CH:10]=1)=[O:5].O.[OH-].[Na+]>C(O)C>[Cl:1][C:2]1[CH:21]=[CH:20][CH:19]=[CH:18][C:3]=1[C:4]([C:6]1[N:7]([NH:11][CH3:12])[CH:8]=[CH:9][CH:10]=1)=[O:5] |f:2.3|. Reported procedure: [2-(2-Chlorobenzoyl)-1H-pyrrol-1-yl]-methyl-carbamic acid, ethyl ester (39.2 g, 0.127 mol) was dissolved in 100 ml of ethanol and 200 ml of H2O containing sodium hydroxide (25 g, 0.625 mol). The reaction was refluxed for 18 hours followed by evaporation of the ethanol. The aqueous solution was extracted with three 300 ml portions of ethyl acetate, dried (MgSO4), filtered, and evaporated to give 28 g of an oil. This oil was distilled via Kugelrohr apparatus 125° (0.15 mmHg) to give 26.3 g of a so... Starting materials: O=C(C=1C=CC=C(F)C1)N(CCCCCC)CCCCCC. The reagents and catalysts are O=C(NC=1C=CC=CC1C=2C=NC(=CC2)C3=NC=CC=C3)NC4CCCCC4, O1B(OC(C)(C)C1(C)C)B2OC(C)(C)C(O2)(C)C, C[OH2+].C[OH2+].C1CC=CCCC=C1.C1CC=CCCC=C1.[Ir].[Ir]. The solvent is C=1C=C(C=CC1C)C. Conditions: temperature 25 celsius, time 16 hour. Yields the product O=C(C=1C=C(F)C=C(C1)B2OC(C)(C)C(O2)(C)C)N(CCCCCC)CCCCCC, O=C(C1=CC=C(B2OC(C)(C)C(O2)(C)C)C(F)=C1)N(CCCCCC)CCCCCC. The yield is 10.0%. The reactants are ClC=1C=C(C(=O)O)C=CC1 (3-chlorobenzoic acid), C(C)(=O)C1=C(C=CC=C1)B(O)O (2-acetylphenylboronic acid), C(=O)([O-])[O-].[K+].[K+] (K2CO3). The reagents and catalysts are CC(=O)[O-].CC(=O)[O-].[Pd+2] (Pd(OAc)2), C1(CCCCC1)P(C1=C(C=CC=C1)C1=C(C(=CC=C1OC)S(=O)(=O)[O-])OC)C1CCCCC1.[Na+] (sodium 2-dicyclohexylphosphino-2′,6′-dimethoxybiphenyl-3′-sulfonate). The solvent is O (water). The product is C(C)(=O)C1=C(C=CC=C1)C1=CC(=CC=C1)C(=O)O (2′-acetyl-biphenyl-3-carboxylic acid). Yield: 97.0%. RXN SMILES: Cl[C:2]1[CH:3]=[C:4]([CH:8]=[CH:9][CH:10]=1)[C:5]([OH:7])=[O:6].[C:11]([C:14]1[CH:19]=[CH:18][CH:17]=[CH:16][C:15]=1B(O)O)(=[O:13])[CH3:12].C([O-])([O-])=O.[K+].[K+]>CC([O-])=O.CC([O-])=O.[Pd+2].C1(P(C2CCCCC2)C2C=CC=CC=2C2C(OC)=CC=C(S([O-])(=O)=O)C=2OC)CCCCC1.[Na+].O>[C:11]([C:14]1[CH:19]=[CH:18][CH:17]=[CH:16][C:15]=1[C:2]1[CH:10]=[CH:9][CH:8]=[C:4]([C:5]([OH:7])=[O:6])[CH:3]=1)(=[O:13])[CH3:12] |f:2.3.4,5.6.7,8.9|. Procedure: The general procedure described in Example 3 was used with 3-chlorobenzoic acid (157 mg, 1.00 mmol), 2-acetylphenylboronic acid (179 mg, 1.20 mmol), Pd(OAc)2 (2.2 mg, 0.010 mmol, 1 mol %), sodium 2-dicyclohexylphosphino-2′,6′-dimethoxybiphenyl-3′-sulfonate (10.0 mg, 0.020 mmol, 2 mol %), K2CO3 (414 mg, 3.00 mmol), water (2.0 mL), 10 h, 100° C. The product was isolated as a light yellow solid (233 mg, 97%). Mp=143° C. 1H NMR (400 MHz, CDCl3) δ: 12.60 (br-s, 1H), 8.05 (m, 1H), 7.65 (d, 1H, J=7.2 H... The reactants are COCC=1NC2=CC(=CC=C2C1)C(=O)OC (methyl 2-methoxymethylindole-6-carboxylate), C(C(C)C)(=O)Cl (isobutyryl chloride), ( 5 ). Yields the product C(C(C)C)(=O)C1=C(NC2=CC(=CC=C12)C(=O)OC)COC (Methyl 3-isobutyryl-2-methoxymethylindole-6-carboxylate). RXN SMILES: [CH3:1][O:2][CH2:3][C:4]1[NH:5][C:6]2[C:11]([CH:12]=1)=[CH:10][CH:9]=[C:8]([C:13]([O:15][CH3:16])=[O:14])[CH:7]=2.[C:17](Cl)(=[O:21])[CH:18]([CH3:20])[CH3:19]>>[C:17]([C:12]1[C:11]2[C:6](=[CH:7][C:8]([C:13]([O:15][CH3:16])=[O:14])=[CH:9][CH:10]=2)[NH:5][C:4]=1[CH2:3][O:2][CH3:1])(=[O:21])[CH:18]([CH3:20])[CH3:19]. Procedure details: Methyl 3-isobutyryl-2-methoxymethylindole-6-carboxylate (146 mg) was prepared from methyl 2-methoxymethylindole-6-carboxylate (396 mg) and isobutyryl chloride (0.53 ml) in a similar manner to that of Preparation 1 (5). Starting materials: BrC=1SC2=C(N1)C=CC(=C2)CCCC (2-bromo-6-butylbenzo[d]thiazole), C([O-])(O)=O.[Na+] (sodium bicarbonate). The solvent is C(C)(=O)O (acetic acid), C(C)(=O)O (acetic acid). Reaction conditions: time 2 day. Yields the product BrC=1SC2=C(N1)C=CC(=C2)C(CCC)=O (1-(2-bromobenzo[d]thiazol-6-yl)butan-1-one). As a reaction SMILES: [Br:1][C:2]1[S:3][C:4]2[CH:10]=[C:9]([CH2:11][CH2:12][CH2:13][CH3:14])[CH:8]=[CH:7][C:5]=2[N:6]=1.C(=O)(O)[O-:16].[Na+]>C(O)(=O)C>[Br:1][C:2]1[S:3][C:4]2[CH:10]=[C:9]([C:11](=[O:16])[CH2:12][CH2:13][CH3:14])[CH:8]=[CH:7][C:5]=2[N:6]=1 |f:1.2|. Procedure: Step-3: To a solution of 2-bromo-6-butylbenzo[d]thiazole in acetic acid at 0° C. was added CrO3 in acetic acid. The reaction mixture was allowed to warm to RT and stirred over 2 days. The reaction was neutralized by aq. sodium bicarbonate and extracted with ethyl acetate, washed with brine, dried over anhydrous sodium sulfate and concentrated, The crude product was purified by preparative TLC to afford 1-(2-bromobenzo[d]thiazol-6-yl)butan-1-one. MS (ESI+) m/z 286.2 [M+2]+ Reactants: C1CCC2=NCCCN2CC1 (DBU), Cl (HCl), OC(C(=O)C1=CC=C(C=C1)S(=O)(=O)C)(C)C (2-hydroxy-2-methyl-1-(4-(methylsulfonyl) phenyl)propan-1-one), C(CC(=O)O)(=O)OCC (ethyl hydrogen malonate). Reagents/catalysts: CN(C)C=1C=CN=CC1 (DMAP). The solvent is C(Cl)Cl (CH2Cl2), C(Cl)Cl (CH2Cl2). Reaction conditions: time 14 hour. The product is C(C)OC(=O)C=1C(OC(C1C1=CC=C(C=C1)S(=O)(=O)C)(C)C)=O (5,5-Dimethyl-4-(4-(methylsulfonyl)phenyl)-2-oxo-2,5-dihydrofuran-3-carboxylic acid ethyl ester). Isolated yield 62.6%. Reaction SMILES: [OH:1][C:2]([CH3:16])([CH3:15])[C:3]([C:5]1[CH:10]=[CH:9][C:8]([S:11]([CH3:14])(=[O:13])=[O:12])=[CH:7][CH:6]=1)=O.[C:17]([O:23][CH2:24][CH3:25])(=[O:22])[CH2:18][C:19](O)=[O:20].C1CCN2C(=NCCC2)CC1.Cl>CN(C1C=CN=CC=1)C.C(Cl)Cl>[CH2:24]([O:23][C:17]([C:18]1[C:19](=[O:20])[O:1][C:2]([CH3:16])([CH3:15])[C:3]=1[C:5]1[CH:10]=[CH:9][C:8]([S:11]([CH3:14])(=[O:13])=[O:12])=[CH:7][CH:6]=1)=[O:22])[CH3:25]. Reported procedure: A mixture of 2-hydroxy-2-methyl-1-(4-(methylsulfonyl) phenyl)propan-1-one (2.87 g, 11.8 mmol), ethyl hydrogen malonate (2.02 g, 15.3 mmol), CMC (6.51 g, 15.4 mmol) and DMAP (0.35 g, 2.8 mmol) was dissolved in 100 mL of CH2Cl2. The mixture was stirred for 14 h at room temperature, then DBU (4 mL, 27 mmol) was added, stirred 1 h, then partitioned-between CH2Cl2 and 1M HCl. The organic layer was washed with brine, filtered through cotton and evaporated. Purification by flash chromatography (90% eth... The reactants are FC(C(=O)O)(F)F (Trifluoroacetic Acid), COC1=C(CN(S(=O)(=O)C2=NC=C(C=C2)NC=2SC=C(N2)C(C)(C)C)C=2SC=CN2)C=CC(=C1)OC (5-(4-tert-Butyl-thiazol-2-ylamino)-pyridine-2-sulfonic acid (2,4-dimethoxy-benzyl)-thiazol-2-yl-amide), C(Cl)Cl (Methylene chloride). Conditions: time 30 minute. Yields the product C(C)(C)(C)C=1N=C(SC1)NC=1C=CC(=NC1)S(=O)(=O)NC=1SC=CN1 (5-(4-tert-butylthiazol-2-ylamino)-N-(thiazol-2-yl)pyridine-2-sulfonamide). Reaction SMILES: FC(F)(F)C(O)=O.COC1C=C(OC)C=CC=1C[N:13]([C:33]1[S:34][CH:35]=[CH:36][N:37]=1)[S:14]([C:17]1[CH:22]=[CH:21][C:20]([NH:23][C:24]2[S:25][CH:26]=[C:27]([C:29]([CH3:32])([CH3:31])[CH3:30])[N:28]=2)=[CH:19][N:18]=1)(=[O:16])=[O:15].C(Cl)Cl>>[C:29]([C:27]1[N:28]=[C:24]([NH:23][C:20]2[CH:21]=[CH:22][C:17]([S:14]([NH:13][C:33]3[S:34][CH:35]=[CH:36][N:37]=3)(=[O:16])=[O:15])=[N:18][CH:19]=2)[S:25][CH:26]=1)([CH3:32])([CH3:30])[CH3:31]. Procedure details: Trifluoroacetic Acid (49.4 uL, 0.641 mmol) was added to a solution of 5-(4-tert-Butyl-thiazol-2-ylamino)-pyridine-2-sulfonic acid (2,4-dimethoxy-benzyl)-thiazol-2-yl-amide (35 mg, 0.064 mmol) in Methylene chloride (0.39 mL, 6.1 mmol). After 30 min, the reaction mixture was concentrated in vacuo. The residue was dissolved in DMSO and purified on Gilson (semi-prep, reverse phase, Phenomenex 100×21.2 mm 10 micron C18 column, 20 mL/min, Gradient 85% A to 100% B over 25 min. Solvent A: 7800 water/200...